From a dataset of the Open Reaction Database (ORD), a public repository of structured organic reaction records. describe an organic reaction: reactants, conditions, products, and yield The reactants are BrC1=CC=C(C=2N(C(NC21)=O)C)C(CC)CC (4-bromo-7-(1-ethylpropyl)-1-methyl-1,3-dihydro-2H-benzimidazol-2-one), [Cu](C#N)C#N (copper cyanide). The solvent is CN1C(CCC1)=O (1-methyl-2-pyrrolidone), C([O-])(O)=O.[Na+] (sodium bicarbonate). Yields the product C(C)C(CC)C1=CC=C(C2=C1N(C(N2)=O)C)C#N (7-(1-Ethylpropyl)-1-methyl-2-oxo-2,3-dihydro-1H-benzimidazole-4-carbonitrile). The yield is 85.1%. As a reaction SMILES: Br[C:2]1[C:10]2[NH:9][C:8](=[O:11])[N:7]([CH3:12])[C:6]=2[C:5]([CH:13]([CH2:16][CH3:17])[CH2:14][CH3:15])=[CH:4][CH:3]=1.[Cu](C#N)[C:19]#[N:20]>CN1CCCC1=O.C(=O)(O)[O-].[Na+]>[CH2:14]([CH:13]([C:5]1[C:6]2[N:7]([CH3:12])[C:8](=[O:11])[NH:9][C:10]=2[C:2]([C:19]#[N:20])=[CH:3][CH:4]=1)[CH2:16][CH3:17])[CH3:15] |f:3.4|. Reported procedure: A mixture of 4-bromo-7-(1-ethylpropyl)-1-methyl-1,3-dihydro-2H-benzimidazol-2-one (300 mg, 1.01 mmol) and copper cyanide (116 mg, 1.30 mmol) in 1-methyl-2-pyrrolidone (3 mL) was irradiated by microwave (200 w) at 150° C. for 1 h. After cooling, to the reaction mixture was diluted with saturated sodium bicarbonate, and extracted with ethyl acetate. The extract was dried over magnesium sulfate, filtered, and concentrated in vacuo. The residue was washed with 50% diisopropyl ether/n-hexane to give ... Run in O (water). Reaction SMILES: [Cl:1][C:2]1[CH:7]=[C:6](I)[CH:5]=[CH:4][N:3]=1.[S:9]1[CH:13]=[CH:12][CH:11]=[C:10]1B(O)O.C1COCC1.C(=O)([O-])[O-].[Na+].[Na+]>O.Cl[Pd](Cl)([P](C1C=CC=CC=1)(C1C=CC=CC=1)C1C=CC=CC=1)[P](C1C=CC=CC=1)(C1C=CC=CC=1)C1C=CC=CC=1>[Cl:1][C:2]1[CH:7]=[C:6]([C:10]2[S:9][CH:13]=[CH:12][CH:11]=2)[CH:5]=[CH:4][N:3]=1 |f:3.4.5,^1:31,50|. Yield: 87.9%. Conditions: temperature 70 celsius, time 8 hour. Starting materials: ClC1=NC=CC(=C1)I (2-chloro-4-iodopyridine), S1C(=CC=C1)B(O)O (thiophen-2-ylboronic acid), C1CCOC1 (THF), C([O-])([O-])=O.[Na+].[Na+] (sodium carbonate). Procedure details: A round-bottomed flask was charged with 2-chloro-4-iodopyridine (600 mg, 2.5 mmol), thiophen-2-ylboronic acid (385 mg, 3.0 mmol), trans-dichlorobis(triphenylphosphine)palladium (II) (176 mg, 0.251 mmol), THF (9 mL) and 2M aqueous sodium carbonate (3.0 mL, 6.0 mmol). The reaction mixture was stirred at 70° C. overnight. The reaction mixture was cooled to room temperature then diluted with 20 mL water and extracted with 100 mL EtOAc (2×). The combined organic layers were washed with 20 mL water an... The reagents and catalysts are Cl[Pd]([P](C1=CC=CC=C1)(C2=CC=CC=C2)C3=CC=CC=C3)([P](C4=CC=CC=C4)(C5=CC=CC=C5)C6=CC=CC=C6)Cl (trans-dichlorobis(triphenylphosphine)palladium). Product: ClC1=NC=CC(=C1)C=1SC=CC1 (2-chloro-4-thiophen-2-yl-pyridine). The reactants are C(C)(C)(C)OC(=O)N[C@H]1C[C@@H]([C@H](C1)C1=CC=CC=C1)CN1CCC(CC1)N(CC=C)C(=O)OCC1=CC=C(C=C1)[N+](=O)[O-] (1-(R)-((t-butoxycarbonyl)amino)-3-(S)-((4-(N-(4-nitrobenzyloxycarbonyl)-N-(allyl)amino)piperidin-1-yl)methyl)-4-(S)-phenylcyclopentane), C1(=CC=CC=C1)S(=O)(=O)Cl (phenylsulfonyl chloride). The product is C1(=CC=CC=C1)S(=O)(=O)N[C@H]1C[C@@H]([C@H](C1)C1=CC=CC=C1)CN1CCC(CC1)N(CC=C)C(=O)OCC1=CC=C(C=C1)[N+](=O)[O-] (1-(R)-((Phenylsulfonyl)amino)-3-(S)-((4-(N-(4-nitrobenzyloxycarbonyl)-N-(allyl)amino)piperidin-1-yl)methyl)-4-(S)-phenylcyclopentane). RXN SMILES: C(OC([NH:8][C@@H:9]1[CH2:13][C@H:12]([C:14]2[CH:19]=[CH:18][CH:17]=[CH:16][CH:15]=2)[C@@H:11]([CH2:20][N:21]2[CH2:26][CH2:25][CH:24]([N:27]([C:31]([O:33][CH2:34][C:35]3[CH:40]=[CH:39][C:38]([N+:41]([O-:43])=[O:42])=[CH:37][CH:36]=3)=[O:32])[CH2:28][CH:29]=[CH2:30])[CH2:23][CH2:22]2)[CH2:10]1)=O)(C)(C)C.[C:44]1([S:50](Cl)(=[O:52])=[O:51])[CH:49]=[CH:48][CH:47]=[CH:46][CH:45]=1>>[C:44]1([S:50]([NH:8][C@@H:9]2[CH2:13][C@H:12]([C:14]3[CH:19]=[CH:18][CH:17]=[CH:16][CH:15]=3)[C@@H:11]([CH2:20][N:21]3[CH2:22][CH2:23][CH:24]([N:27]([C:31]([O:33][CH2:34][C:35]4[CH:40]=[CH:39][C:38]([N+:41]([O-:43])=[O:42])=[CH:37][CH:36]=4)=[O:32])[CH2:28][CH:29]=[CH2:30])[CH2:25][CH2:26]3)[CH2:10]2)(=[O:52])=[O:51])[CH:49]=[CH:48][CH:47]=[CH:46][CH:45]=1. Procedure: Using essentially the same procedure as in Example 16, Step A and B but substituting 1-(R)-((t-butoxycarbonyl)amino)-3-(S)-((4-(N-(4-nitrobenzyloxycarbonyl)-N-(allyl)amino)piperidin-1-yl)methyl)-4-(S)-phenylcyclopentane from Example 34 in Step A and phenylsulfonyl chloride in Step B, the title compound was prepared. The reactants are [Al+3], COC(=O)c1cc(OC)cc2c1ccn2C(C)C, Cc1ccccc1, [Cl-], [Cl-], [Cl-], O. Product: COC(=O)c1cc(O)cc2c1ccn2C(C)C. Reaction SMILES: [Al+3:20].[CH3:1][O:2][C:3](=[O:4])[c:5]1[c:6]2[cH:7][cH:8][n:9]([CH:16]([CH3:17])[CH3:18])[c:10]2[cH:11][c:12]([O:14][CH3:15])[cH:13]1.[CH3:23][c:24]1[cH:25][cH:26][cH:27][cH:28][cH:29]1.[Cl-:19].[Cl-:21].[Cl-:22].[OH2:30]>>[CH3:1][O:2][C:3](=[O:4])[c:5]1[c:6]2[cH:7][cH:8][n:9]([CH:16]([CH3:17])[CH3:18])[c:10]2[cH:11][c:12]([OH:14])[cH:13]1. Starting materials: N[C@H]1[C@H](CC2=CC=CC=C12)O (Racemic cis-1-amino-2-indanol), N[C@H]1[C@H](CC2=CC=CC=C12)O (racemic cis-1-amino-2-indanol), C([C@H](O)[C@@H](O)C(=O)O)(=O)O ((R,R)-tartaric acid). Solvent: CO (methanol), CO (methanol), CO (methanol), CO (Methanol). Run at temperature 60 celsius, time 1.5 hour. Yields the product N[C@@H]1[C@@H](CC2=CC=CC=C12)O.CO.C(=O)(O)[C@H](O)[C@@H](O)C(=O)O ((1S,2R)-1-amino-2-indanol (R,R)-tartrate methanol). Yield: 108.7%. RXN SMILES: [NH2:1][C@@H:2]1[C:10]2[C:5](=[CH:6][CH:7]=[CH:8][CH:9]=2)[CH2:4][C@@H:3]1[OH:11].[C:12]([OH:21])(=[O:20])[C@@H:13]([C@H:15]([C:17]([OH:19])=[O:18])[OH:16])[OH:14]>CO>[NH2:1][C@H:2]1[C:10]2[C:5](=[CH:6][CH:7]=[CH:8][CH:9]=2)[CH2:4][C@H:3]1[OH:11].[CH3:13][OH:14].[C:17]([C@@H:15]([C@H:13]([C:12]([OH:21])=[O:20])[OH:14])[OH:16])([OH:19])=[O:18] |f:3.4.5|. Procedure: Racemic cis-1-amino-2-indanol (22.5 g, water wet, content 83.2%) was suspended with (R,R)-tartaric acid (65 g) in 120 ml of methanol of 60° C. After stirring for 1.5 hours at 60° C., 210 ml of methanol were added and the mixture was brought to reflux. At reflux a solution of racemic cis-1-amino-2-indanol (42.4 g, water wet, content 83.2%) in 120 ml of hot methanol was added. Stirring of the mixture was continued for half an hour at reflux and then it was cooled down again to 33° C. Methanol (10 ...